This data is from the Open Reaction Database (ORD), a public repository of structured organic reaction records. The task is: describe an organic reaction: reactants, conditions, products, and yield Reactants: Cl.CC1=C2N(C3=CC=CC=C13)CCCC2N (6,7,8,9-tetrahydro-10-methylpyrido[1,2-a]indol-9-amine hydrochloride), C(=O)O (formic acid), C(C)(=O)OC(C)=O (acetic anhydride), anhydride, O (water). The solvent is O1CCCC1 (tetrahydrofuran). Conditions: temperature 60 celsius, time 2 hour. The product is CC1=C2N(C3=CC=CC=C13)CCCC2NC=O (N-(6,7,8,9-Tetrahydro-10-methylpyrido[1,2-a]indol-9-yl)formamide). Isolated yield 99.0%. Reaction SMILES: [CH:1]([OH:3])=O.C(OC(=O)C)(=O)C.Cl.[CH3:12][C:13]1[C:21]2[C:16](=[CH:17][CH:18]=[CH:19][CH:20]=2)[N:15]2[CH2:22][CH2:23][CH2:24][CH:25]([NH2:26])[C:14]=12.O>O1CCCC1>[CH3:12][C:13]1[C:21]2[C:16](=[CH:17][CH:18]=[CH:19][CH:20]=2)[N:15]2[CH2:22][CH2:23][CH2:24][CH:25]([NH:26][CH:1]=[O:3])[C:14]=12 |f:2.3|. Procedure details: A mixture of formic acid (6 mL) and acetic anhydride (12 mL) was heated at 60° C. for 4 hours. A solution of 6,7,8,9-tetrahydro-10-methylpyrido[1,2-a]indol-9-amine hydrochloride (7.5 g, 37.5 mmol), in dry tetrahydrofuran (60 mL) was added upon cooling to the resultant mixed anhydride. The reaction mixture was stirred at 25° C. for 2 hours, poured into water (150 mL) and extracted with ether (3×100 mL). The combined extracts were washed successively with 5% hydrochloric acid, 5% sodium bicarbonat... Starting materials: CC(C)(C)OC(=O)N1CCC2(CCNCC2)C1, CCO, CCN(C(C)C)C(C)C, Cn1ncc([N+](=O)[O-])c1Cl. Yields the product Cn1ncc([N+](=O)[O-])c1N1CCC2(CCN(C(=O)OC(C)(C)C)C2)CC1. RXN SMILES: [CH2:11]1[N:12]([C:21](=[O:22])[O:23][C:24]([CH3:25])([CH3:26])[CH3:27])[CH2:13][CH2:14][C:15]12[CH2:16][CH2:17][NH:18][CH2:19][CH2:20]2.[CH3:37][CH2:38][OH:39].[CH:28]([N:29]([CH2:30][CH3:31])[CH:32]([CH3:33])[CH3:34])([CH3:35])[CH3:36].[Cl:1][c:2]1[c:3]([N+:8](=[O:9])[O-:10])[cH:4][n:5][n:6]1[CH3:7]>>[c:2]1([N:18]2[CH2:17][CH2:16][C:15]3([CH2:11][N:12]([C:21](=[O:22])[O:23][C:24]([CH3:25])([CH3:26])[CH3:27])[CH2:13][CH2:14]3)[CH2:20][CH2:19]2)[c:3]([N+:8](=[O:9])[O-:10])[cH:4][n:5][n:6]1[CH3:7]. The reactants are O=C(Cl)c1ccccc1, ClCCl, CCOC(=O)C1(CC(C)C)CCCC1O, c1ccncc1. Yields the product CCOC(=O)C1(CC(C)C)CCCC1OC(=O)c1ccccc1. RXN SMILES: [C:19]([c:20]1[cH:21][cH:22][cH:23][cH:24][cH:25]1)(=[O:26])[Cl:27].[CH2:16]([Cl:17])[Cl:18].[OH:1][CH:2]1[C:3]([C:7](=[O:8])[O:9][CH2:10][CH3:11])([CH2:12][CH:13]([CH3:14])[CH3:15])[CH2:4][CH2:5][CH2:6]1.[cH:28]1[cH:29][cH:30][n:31][cH:32][cH:33]1>>[O:1]([CH:2]1[C:3]([C:7](=[O:8])[O:9][CH2:10][CH3:11])([CH2:12][CH:13]([CH3:14])[CH3:15])[CH2:4][CH2:5][CH2:6]1)[C:19]([c:20]1[cH:21][cH:22][cH:23][cH:24][cH:25]1)=[O:26].